The task is: describe an organic reaction: reactants, conditions, products, and yield. This data is from the Open Reaction Database (ORD), a public repository of structured organic reaction records. The reactants are ClC1=NC(=C2N=CN(C2=N1)C1COCC1)Cl (2,6-dichloro-9-(tetrahydro-3-furanyl)-9H-purine), IC=1C=C(C=CC1)CN (3-iodo-benzenemethanamine). Run in C(CCC)O (butanol). Product: ClC1=NC(=C2N=CN(C2=N1)C1COCC1)NCC1=CC(=CC=C1)I (2-chloro-N-[(3-iodophenyl)-methyl]-9-(tetrahydro-3-furanyl)-9H-purin-6-amine). Yield: 53188.9%. As a reaction SMILES: [Cl:1][C:2]1[N:10]=[C:9]2[C:5]([N:6]=[CH:7][N:8]2[CH:11]2[CH2:15][CH2:14][O:13][CH2:12]2)=[C:4](Cl)[N:3]=1.[I:17][C:18]1[CH:19]=[C:20]([CH2:24][NH2:25])[CH:21]=[CH:22][CH:23]=1>C(O)CCC>[Cl:1][C:2]1[N:10]=[C:9]2[C:5]([N:6]=[CH:7][N:8]2[CH:11]2[CH2:15][CH2:14][O:13][CH2:12]2)=[C:4]([NH:25][CH2:24][C:20]2[CH:21]=[CH:22][CH:23]=[C:18]([I:17])[CH:19]=2)[N:3]=1. Reported procedure: The operation is carried out as in Stage 2 of Example 2 starting from 133 mg of the product obtained in Stage 1 of Example 2 and 2 ml of butanol and using 0.2 mg of 3-iodo-benzenemethanamine (1.1 eq) in place of the benzylamine. In this way 208 mg of expected product is obtained in the form of white crystals. Starting materials: ClCCNC(=O)N[C@H]1[C@H](O)[C@@H](O)[C@H](O)[C@H](O1)CO (1-(2-chloroethyl)-3-(β-D-glucopyranosyl)urea), sodium cation, N(=O)[O-].[Na+] (sodium nitrite), O (water). Solvent: C(=O)O (formic acid). Product: ClCCN(C(=O)N[C@H]1[C@H](O)[C@@H](O)[C@H](O)[C@H](O1)CO)N=O (1-(2-chloroethyl)-3-(β-D-glucopyranosyl)-1-nitrosourea). The yield is 98.3%. RXN SMILES: [Cl:1][CH2:2][CH2:3][NH:4][C:5]([NH:7][C@@H:8]1[O:16][C@H:15]([CH2:17][OH:18])[C@@H:13]([OH:14])[C@H:11]([OH:12])[C@H:9]1[OH:10])=[O:6].[N:19]([O-])=[O:20].[Na+].O>C(O)=O>[Cl:1][CH2:2][CH2:3][N:4]([N:19]=[O:20])[C:5]([NH:7][C@@H:8]1[O:16][C@H:15]([CH2:17][OH:18])[C@@H:13]([OH:14])[C@H:11]([OH:12])[C@H:9]1[OH:10])=[O:6] |f:1.2|. Procedure: A solution of 0.60 g of 1-(2-chloroethyl)-3-(β-D-glucopyranosyl)urea in 15 ml of 99% formic acid was admixed with 282 mg of sodium nitrite under ice-cooling and stirring. The mixture was stirred for 1 hour under ice-cooling to effect the nitrosation. The reaction mixture, after addition of 15 ml of cold water thereto, was ice-cooled for 30 minutes and then treated with 5 ml of Amberlite IR-120 (H+ form) for the removal of sodium cation. The reaction mixture so treated was concentrated to dryness... The reactants are N1C=C(C2=CC=CC=C12)C=C1C(NC2=CC=C(C=C12)C(CN1CCCCC1)=O)=O (3-(indol-3-ylmethylene)-5-(2-piperidin-1-yl-acetyl)-2-indolinone), Cl (HCl). Solvent: O (water). The product is Cl.N1C=C(C2=CC=CC=C12)C=C1C(NC2=CC=C(C=C12)C(CN1CCCCC1)=O)=O (3-(indol-3-ylmethylene)-5-(2-piperidin-1-yl-acetyl)-2-indolinone hydrochloride). As a reaction SMILES: [NH:1]1[C:9]2[C:4](=[CH:5][CH:6]=[CH:7][CH:8]=2)[C:3]([CH:10]=[C:11]2[C:19]3[C:14](=[CH:15][CH:16]=[C:17]([C:20](=[O:28])[CH2:21][N:22]4[CH2:27][CH2:26][CH2:25][CH2:24][CH2:23]4)[CH:18]=3)[NH:13][C:12]2=[O:29])=[CH:2]1.[ClH:30]>O>[ClH:30].[NH:1]1[C:9]2[C:4](=[CH:5][CH:6]=[CH:7][CH:8]=2)[C:3]([CH:10]=[C:11]2[C:19]3[C:14](=[CH:15][CH:16]=[C:17]([C:20](=[O:28])[CH2:21][N:22]4[CH2:27][CH2:26][CH2:25][CH2:24][CH2:23]4)[CH:18]=3)[NH:13][C:12]2=[O:29])=[CH:2]1 |f:3.4|. Procedure: To a suspension of 3-(indol-3-ylmethylene)-5-(2-piperidin-1-yl-acetyl)-2-indolinone (100 mg) in water (10 ml) the stoichiometric amount of 0,1N HCl solution (3 ml) was added. The solution was freeze-dried to give 105 mg of 3-(indol-3-ylmethylene)-5-(2-piperidin-1-yl-acetyl)-2-indolinone hydrochloride. Reactants: CC(C)OC(=O)N=NC(=O)OC(C)C, O=C1NC(=O)c2ccccc21, C1CCOC1, Cc1c(C)c2c(c(C)c1OCc1ccccc1)CC(CCO)O2, c1ccc(P(c2ccccc2)c2ccccc2)cc1. The product is Cc1c(C)c2c(c(C)c1OCc1ccccc1)CC(CCN1C(=O)c3ccccc3C1=O)O2. Reaction SMILES: [O:1]=[C:2]([O:3][CH:4]([CH3:5])[CH3:6])[N:7]=[N:8][C:9]([O:10][CH:11]([CH3:12])[CH3:13])=[O:14].[O:57]=[C:58]1[NH:59][C:60](=[O:61])[c:62]2[cH:63][cH:64][cH:65][cH:66][c:67]21.[O:68]1[CH2:69][CH2:70][CH2:71][CH2:72]1.[OH:15][CH2:16][CH2:17][CH:18]1[O:19][c:20]2[c:21]([c:23]([CH3:37])[c:24]([O:29][CH2:30][c:31]3[cH:32][cH:33][cH:34][cH:35][cH:36]3)[c:25]([CH3:28])[c:26]2[CH3:27])[CH2:22]1.[c:38]1([P:39]([c:40]2[cH:41][cH:42][cH:43][cH:44][cH:45]2)[c:46]2[cH:47][cH:48][cH:49][cH:50][cH:51]2)[cH:52][cH:53][cH:54][cH:55][cH:56]1>>[CH2:16]([CH2:17][CH:18]1[O:19][c:20]2[c:21]([c:23]([CH3:37])[c:24]([O:29][CH2:30][c:31]3[cH:32][cH:33][cH:34][cH:35][cH:36]3)[c:25]([CH3:28])[c:26]2[CH3:27])[CH2:22]1)[N:59]1[C:58](=[O:57])[c:67]2[c:62]([cH:63][cH:64][cH:65][cH:66]2)[C:60]1=[O:61]. Product: CC1=C(C=CC=C1)CN1CCN(CC1)C=1C=CC=2N(N1)C(=NN2)C(F)(F)F (6-[4-[(2-methylphenyl)methyl]piperazin-1-yl]-3-(trifluoromethyl)-[1,2,4]triazolo[4,3-b]pyridazine). Procedure: Reductive amination of 6-(piperazin-1-yl)-3-(trifluoromethyl)-[1,2,4]triazolo[4,3-b]pyridazine with 2-methylbenzaldehyde was carried out according to General Synthetic Method 5. The crude product was purified by hplc using a Waters XBridge Prep C18 OBD column, 5μ silica, 19 mm diameter, 100 mm length eluted with decreasingly polar mixtures of water (containing 1% aqueous ammonia) and acetonitrile as eluents to give 6-[4-[(2-methylphenyl)methyl]piperazin-1-yl]-3-(trifluoromethyl)-[1,2,4]triazolo[... As a reaction SMILES: [N:1]1([C:7]2[CH:8]=[CH:9][C:10]3[N:11]([C:13]([C:16]([F:19])([F:18])[F:17])=[N:14][N:15]=3)[N:12]=2)[CH2:6][CH2:5][NH:4][CH2:3][CH2:2]1.[CH3:20][C:21]1[CH:28]=[CH:27][CH:26]=[CH:25][C:22]=1[CH:23]=O>>[CH3:20][C:21]1[CH:28]=[CH:27][CH:26]=[CH:25][C:22]=1[CH2:23][N:4]1[CH2:3][CH2:2][N:1]([C:7]2[CH:8]=[CH:9][C:10]3[N:11]([C:13]([C:16]([F:17])([F:18])[F:19])=[N:14][N:15]=3)[N:12]=2)[CH2:6][CH2:5]1. The reactants are N1(CCNCC1)C=1C=CC=2N(N1)C(=NN2)C(F)(F)F (6-(piperazin-1-yl)-3-(trifluoromethyl)-[1,2,4]triazolo[4,3-b]pyridazine), CC1=C(C=O)C=CC=C1 (2-methylbenzaldehyde). The reactants are CCCCCCCCCCBr, C1CCOC1, [Li]CCCC, CCCCCC, N#N, c1ccsc1. Product: CCCCCCCCCCc1cccs1. RXN SMILES: [Br:13][CH2:14][CH2:15][CH2:16][CH2:17][CH2:18][CH2:19][CH2:20][CH2:21][CH2:22][CH3:23].[CH2:30]1[O:31][CH2:32][CH2:33][CH2:34]1.[CH2:6]([Li:7])[CH2:8][CH2:9][CH3:10].[CH3:24][CH2:25][CH2:26][CH2:27][CH2:28][CH3:29].[N:11]#[N:12].[cH:1]1[cH:2][cH:3][s:4][cH:5]1>>[cH:1]1[cH:2][c:3]([CH2:14][CH2:15][CH2:16][CH2:17][CH2:18][CH2:19][CH2:20][CH2:21][CH2:22][CH3:23])[s:4][cH:5]1. The reactants are CCOC(=O)c1c(OCc2ccccc2)cc(C)nc1C, CC(C)C[Al+]CC(C)C, Cl, [H-], [Na+], C1CCOC1, [OH-]. The product is Cc1cc(OCc2ccccc2)c(CO)c(C)n1. RXN SMILES: [CH2:1]([c:2]1[cH:3][cH:4][cH:5][cH:6][cH:7]1)[O:8][c:9]1[c:10]([C:17](=[O:18])[O:19][CH2:20][CH3:21])[c:11]([CH3:16])[n:12][c:13]([CH3:15])[cH:14]1.[CH2:23]([Al+:24][CH2:25][CH:26]([CH3:27])[CH3:28])[CH:29]([CH3:30])[CH3:31].[ClH:32].[H-:22].[Na+:34].[O:35]1[CH2:36][CH2:37][CH2:38][CH2:39]1.[OH-:33]>>[CH2:1]([c:2]1[cH:3][cH:4][cH:5][cH:6][cH:7]1)[O:8][c:9]1[c:10]([CH2:17][OH:18])[c:11]([CH3:16])[n:12][c:13]([CH3:15])[cH:14]1. Procedure: In a manner analogous to the method described in example 5, rac-(4S*,5R*)-2-(4-tert-butyl-5-chloro-2-ethoxy-phenyl)-4,5-bis-(4-chloro-phenyl)-4,5-dimethyl-4,5-dihydro-1H-imidazole was reacted with 1-(3-methanesulfonyl-propyl)-piperazine dihydrochloride (prepared as described in Fotouhi, N. et al. WO 2005110996) to give the racemic rac-(4S*,5R*)-2-(4-tert-butyl-5-chloro-2-ethoxy-phenyl)-4,5-bis-(4-chloro-phenyl)-4,5-dimethyl-4,5-dihydro-imidazol-1-yl]-[4-(3-methanesulfonyl-propyl)-piperazin-1-yl]... Starting materials: C(C)(C)(C)C1=CC(=C(C=C1Cl)C=1NC(C(N1)(C)C1=CC=C(C=C1)Cl)(C)C1=CC=C(C=C1)Cl)OCC (rac-(4S*,5R*)-2-(4-tert-butyl-5-chloro-2-ethoxy-phenyl)-4,5-bis-(4-chloro-phenyl)-4,5-dimethyl-4,5-dihydro-1H-imidazole), Cl.Cl.CS(=O)(=O)CCCN1CCNCC1 (1-(3-methanesulfonyl-propyl)-piperazine dihydrochloride). RXN SMILES: C(C1C(Cl)=CC(C2NC(C3C=CC(Cl)=CC=3)(C)C(C3C=CC(Cl)=CC=3)(C)N=2)=[C:7]([O:33]CC)C=1)(C)(C)C.Cl.Cl.[CH3:38][S:39]([CH2:42][CH2:43][CH2:44][N:45]1[CH2:50][CH2:49][NH:48][CH2:47][CH2:46]1)(=[O:41])=[O:40]>>[CH3:38][S:39]([CH2:42][CH2:43][CH2:44][N:45]1[CH2:50][CH2:49][N:48]([CH:7]=[O:33])[CH2:47][CH2:46]1)(=[O:40])=[O:41] |f:1.2.3|. The product is racemic rac-(4S*,5R*)-2-(4-tert-butyl-5-chloro-2-ethoxy-phenyl)-4,5-bis-(4-chloro-phenyl)-4,5-dimethyl-4,5-dihydro-imidazol-1-yl, CS(=O)(=O)CCCN1CCN(CC1)C=O ([4-(3-methanesulfonyl-propyl)-piperazin-1-yl]-methanone). Reactants: CCN=C=NCCCN(C)C, CN(C)c1ccncc1, CC1=C(C(=O)[O-])C(c2cccc(Cl)c2)C(C(=O)OCCC#N)=C(C)N1, ClCCl, Cl, O, OCCCCc1ccccc1. Product: CC1=C(C(=O)OCCC#N)C(c2cccc(Cl)c2)C(C(=O)OCCCCc2ccccc2)=C(C)N1. RXN SMILES: [CH3:38][N:39]([CH3:40])[CH2:41][CH2:42][CH2:43][N:44]=[C:45]=[N:46][CH2:47][CH3:48].[CH3:50][N:51]([CH3:52])[c:53]1[cH:54][cH:55][n:56][cH:57][cH:58]1.[Cl:1][c:2]1[cH:3][c:4]([CH:8]2[C:9]([C:19](=[O:20])[O:21][CH2:22][CH2:23][C:24]#[N:25])=[C:10]([CH3:18])[NH:11][C:12]([CH3:17])=[C:13]2[C:14](=[O:15])[O-:16])[cH:5][cH:6][cH:7]1.[Cl:59][CH2:60][Cl:61].[ClH:37].[OH2:49].[c:26]1([CH2:32][CH2:33][CH2:34][CH2:35][OH:36])[cH:27][cH:28][cH:29][cH:30][cH:31]1>>[Cl:1][c:2]1[cH:3][c:4]([CH:8]2[C:9]([C:19](=[O:20])[O:21][CH2:22][CH2:23][C:24]#[N:25])=[C:10]([CH3:18])[NH:11][C:12]([CH3:17])=[C:13]2[C:14](=[O:15])[O:16][CH2:35][CH2:34][CH2:33][CH2:32][c:26]2[cH:27][cH:28][cH:29][cH:30][cH:31]2)[cH:5][cH:6][cH:7]1.